From a dataset of the Open Reaction Database (ORD), a public repository of structured organic reaction records. describe an organic reaction: reactants, conditions, products, and yield Starting materials: NC(C(O)C1=CC(=CC=C1)OCC1=CC=CC=C1)CC1=CC(=CC=C1)OC(C(F)F)(F)F ((1RS,2SR)-2-amino-1-(3-(benzyloxy)phenyl)-3-(3-((1,1,2,2-tetrafluoroethyl)oxy)-phenyl)-1-propanol), C=1(C=CC=C2C1C=CCCC2)C(=O)O (6,7-dihydro-5H-benzo[a]cycloheptene-1-carboxylic acid), Cl.C(C)N=C=NCCCN(C)C (1-ethyl-3-(3-dimethylaminopropyl)carbodiimide hydrochloride), O.ON1N=NC2=C1C=CC=C2 (1-hydroxybenzotriazole hydrate). The solvent is O (water), C(C)#N (acetonitrile). Conditions: time 8 hour. Yields the product C(C1=CC=CC=C1)OC=1C=C(C=CC1)C(C(CC1=CC(=CC=C1)OC(C(F)F)(F)F)NC(=O)C=1C=CC=C2C1C=CCCC2)O (N-{(1RS,2SR)-2-[3-(benzyloxy)phenyl]-2-hydroxy-1-[3-(1,1,2,2-tetrafluoroethoxy)benzyl]ethyl}-6,7-dihydro-5H-benzo[a][7]annulene-1-carboxamide). RXN SMILES: [NH2:1][CH:2]([CH2:19][C:20]1[CH:25]=[CH:24][CH:23]=[C:22]([O:26][C:27]([F:32])([F:31])[CH:28]([F:30])[F:29])[CH:21]=1)[CH:3]([C:5]1[CH:10]=[CH:9][CH:8]=[C:7]([O:11][CH2:12][C:13]2[CH:18]=[CH:17][CH:16]=[CH:15][CH:14]=2)[CH:6]=1)[OH:4].[C:33]1([C:44](O)=[O:45])[CH:34]=[CH:35][CH:36]=[C:37]2[CH2:43][CH2:42][CH2:41][CH:40]=[CH:39][C:38]=12.Cl.C(N=C=NCCCN(C)C)C.O.ON1C2C=CC=CC=2N=N1>C(#N)C.O>[CH2:12]([O:11][C:7]1[CH:6]=[C:5]([CH:3]([OH:4])[CH:2]([NH:1][C:44]([C:33]2[CH:34]=[CH:35][CH:36]=[C:37]3[CH2:43][CH2:42][CH2:41][CH:40]=[CH:39][C:38]=23)=[O:45])[CH2:19][C:20]2[CH:25]=[CH:24][CH:23]=[C:22]([O:26][C:27]([F:31])([F:32])[CH:28]([F:29])[F:30])[CH:21]=2)[CH:10]=[CH:9][CH:8]=1)[C:13]1[CH:14]=[CH:15][CH:16]=[CH:17][CH:18]=1 |f:2.3,4.5|. Procedure details: To a solution of (1RS,2SR)-2-amino-1-(3-(benzyloxy)phenyl)-3-(3-((1,1,2,2-tetrafluoroethyl)oxy)-phenyl)-1-propanol (405 mg, 0.90 mmol) in acetonitrile (30 ml) were added 6,7-dihydro-5H-benzo[a]cycloheptene-1-carboxylic acid (170 mg, 0.90 mmol), 1-ethyl-3-(3-dimethylaminopropyl)carbodiimide hydrochloride (259 mg, 1.35 mmol) and 1-hydroxybenzotriazole hydrate (138 mg, 0.90 mmol), and the mixture was stirred overnight at room temperature. The reaction solution was diluted with water (100 ml) and ex... Reactants: COC(C1=CC(=CC=C1)CN1C(N(C2=C1C=CC=C2)CCCOC2=CC=C(C=C2)F)=N)=O (3-{3-[3-(4-fluoro-phenoxy)-propyl]-2-imino-2,3-dihydro-benzoimidazol-1-ylmethyl}-benzoic acid methyl ester), [OH-].[Na+] (NaOH). The solvent is CO (MeOH). Run at time 1 hour. The product is FC1=CC=C(OCCCN2C(N(C3=C2C=CC=C3)CC=3C=C(C(=O)O)C=CC3)=N)C=C1 (3-{3-[3-(4-fluoro-phenoxy)-propyl]-2-imino-2,3-dihydro-benzoimidazol-1-ylmethyl}-benzoic acid). Yield: 39.7%. As a reaction SMILES: C[O:2][C:3](=[O:32])[C:4]1[CH:9]=[CH:8][CH:7]=[C:6]([CH2:10][N:11]2[C:15]3[CH:16]=[CH:17][CH:18]=[CH:19][C:14]=3[N:13]([CH2:20][CH2:21][CH2:22][O:23][C:24]3[CH:29]=[CH:28][C:27]([F:30])=[CH:26][CH:25]=3)[C:12]2=[NH:31])[CH:5]=1.[OH-].[Na+]>CO>[F:30][C:27]1[CH:26]=[CH:25][C:24]([O:23][CH2:22][CH2:21][CH2:20][N:13]2[C:14]3[CH:19]=[CH:18][CH:17]=[CH:16][C:15]=3[N:11]([CH2:10][C:6]3[CH:5]=[C:4]([CH:9]=[CH:8][CH:7]=3)[C:3]([OH:32])=[O:2])[C:12]2=[NH:31])=[CH:29][CH:28]=1 |f:1.2|. Reported procedure: To a solution of 3-{3-[3-(4-fluoro-phenoxy)-propyl]-2-imino-2,3-dihydro-benzoimidazol-1-ylmethyl}-benzoic acid methyl ester (50 mg, 0.12 mmol) in MeOH (2 ml) at rt was added aqueous NaOH (1 ml). The reaction was stirred for 1 h at rt and then it was concentrated under reduced pressure. The material that remained was partitioned between EtOAc and H2O and the 1M KHSO4 was added. The suspension was then filtered and the collected solid was dried to provide 3-{3-[3-(4-fluoro-phenoxy)-propyl]-2-imino... Starting materials: C(C1=CC=CC=C1)N1CCC2(C(NC(N2C2=CC=C(C=C2)F)=O)=O)CC1 (8-benzyl-1-(4-fluoro-phenyl)-1,3,8-triaza-spiro[4.5]decane-2,4-dione), C(CC(O)(C(=O)O)CC(=O)O)(=O)O (citric acid), C(CC(O)(C(=O)O)CC(=O)O)(=O)O (citric acid), [H-].[Na+] (NaH), C(C1=CC=CC=C1)Br (benzyl bromide). The solvent is CN(C)C=O (DMF). Run at time 3 hour. Yields the product C(C1=CC=CC=C1)N1C(N(C2(C1=O)CCN(CC2)CC2=CC=CC=C2)C2=CC=C(C=C2)F)=O (3,8-dibenzyl-1-(4-fluoro-phenyl)-1,3,8-triaza-spiro[4.5]decane-2,4-dione). RXN SMILES: [CH2:1]([N:8]1[CH2:26][CH2:25][C:11]2([N:15]([C:16]3[CH:21]=[CH:20][C:19]([F:22])=[CH:18][CH:17]=3)[C:14](=[O:23])[NH:13][C:12]2=[O:24])[CH2:10][CH2:9]1)[C:2]1[CH:7]=[CH:6][CH:5]=[CH:4][CH:3]=1.[H-].[Na+].[CH2:29](Br)[C:30]1[CH:35]=[CH:34][CH:33]=[CH:32][CH:31]=1.C(O)(=O)CC(CC(O)=O)(C(O)=O)O>CN(C=O)C>[CH2:29]([N:13]1[C:12](=[O:24])[C:11]2([CH2:25][CH2:26][N:8]([CH2:1][C:2]3[CH:3]=[CH:4][CH:5]=[CH:6][CH:7]=3)[CH2:9][CH2:10]2)[N:15]([C:16]2[CH:21]=[CH:20][C:19]([F:22])=[CH:18][CH:17]=2)[C:14]1=[O:23])[C:30]1[CH:35]=[CH:34][CH:33]=[CH:32][CH:31]=1 |f:1.2|. Procedure: Combine 8-benzyl-1-(4-fluoro-phenyl)-1,3,8-triaza-spiro[4.5]decane-2,4-dione (12 mmol) and DMF (20 mL). Cool in an ice bath. Add NaH (18 mmol) in several portions. After the addition is complete, add benzyl bromide (18 mmol). Allow the reaction mixture to warm to ambient temperature. After 3 h, cool the reaction vessel using an ice bath and cautiously add 10% aqueous citric acid (20 mL). When gas evolution has ceased, pour into an additional 20 mL of 10% aqueous citric acid and extract using eth... The solvent is O1CCCC1 (tetrahydrofuran), O1CCCC1 (tetrahydrofuran). Reaction SMILES: [C:1]1([C:7]2[C:11]([C:12]([NH:14][CH3:15])=[O:13])=[C:10]([CH3:16])[O:9][N:8]=2)[CH:6]=[CH:5][CH:4]=[CH:3][CH:2]=1.C([Li])CCC.CCCCCC.[C:28]1([CH3:36])[CH:33]=[CH:32][C:31]([CH:34]=[O:35])=[CH:30][CH:29]=1>O1CCCC1>[C:1]1([C:7]2[C:11]([C:12]([NH:14][CH3:15])=[O:13])=[C:10]([CH2:16][CH:34]([OH:35])[C:31]3[CH:32]=[CH:33][C:28]([CH3:36])=[CH:29][CH:30]=3)[O:9][N:8]=2)[CH:2]=[CH:3][CH:4]=[CH:5][CH:6]=1. Conditions: temperature -30 celsius, time 2 hour. Procedure: A suspension of 75 g. (0.348 mole) of 3-phenyl-5,N-dimethyl-isoxazole-4-carboxamide and 1 liter of tetrahydrofuran is cooled to -65° C. and 478 ml. of 1.6M n-butyllithium in hexane (0.765 mole) is added dropwise maintaining the temperature between -60° and -70° C. After the addition is complete, the orange suspension is stirred for 11/2 hours at -60° to -70° C., and then 37.2 g. (0.350 mole) of p-tolualdehyde in 375 ml. tetrahydrofuran is added dropwise maintaining the temperature between -60° a... Starting materials: C1(=CC=C(C=C1)C=O)C (p-tolualdehyde), C1(=CC=CC=C1)C1=NOC(=C1C(=O)NC)C (3-phenyl-5,N-dimethyl-isoxazole-4-carboxamide), C(CCC)[Li] (n-butyllithium), CCCCCC (hexane). Product: C1(=CC=CC=C1)C1=NOC(=C1C(=O)NC)CC(C1=CC=C(C=C1)C)O (3-phenyl-5-(4-methyl-β-hydroxyphenethyl)-N-methyl-isoxazole-4-carboxamide). Reactants: CN1C2CC(CC1C(C2)OC2OCCCC2)=O (8-methyl-6-(tetrahydro-pyran-2-yloxy)-8-aza-bicyclo[3.2.1]octan-3-one), ClC(=O)OCC (ethyl chloroformate), C([O-])([O-])=O.[K+].[K+] (potassium carbonate), C1(=CC=CC=C1)C (toluene). Solvent: CCOCC (ether), [OH-].[Na+] (NaOH). Run at time 2 hour. Yields the product C(C)OC(=O)N1C2CC(CC1C(C2)OC2OCCCC2)=O (3-Oxo-6-(tetrahydro-pyran-2-yloxy)-8-aza-bicyclo[3.2.1]octane-8-carboxylic Acid Ethyl Ester). RXN SMILES: C[N:2]1[CH:7]2[CH:8]([O:10][CH:11]3[CH2:16][CH2:15][CH2:14][CH2:13][O:12]3)[CH2:9][CH:3]1[CH2:4][C:5](=[O:17])[CH2:6]2.Cl[C:19]([O:21][CH2:22][CH3:23])=[O:20].C(=O)([O-])[O-].[K+].[K+].C1(C)C=CC=CC=1>CCOCC.[OH-].[Na+]>[CH2:22]([O:21][C:19]([N:2]1[CH:7]2[CH:8]([O:10][CH:11]3[CH2:16][CH2:15][CH2:14][CH2:13][O:12]3)[CH2:9][CH:3]1[CH2:4][C:5](=[O:17])[CH2:6]2)=[O:20])[CH3:23] |f:2.3.4,7.8|. Procedure: A mixture of 0.5 g of 8-methyl-6-(tetrahydro-pyran-2-yloxy)-8-aza-bicyclo[3.2.1]octan-3-one, 1 mL of ethyl chloroformate, 25 mg of potassium carbonate, and 10 mL of toluene was heated to reflux overnight. After cooling the mixture was diluted with 500 mL of ether and 50 mL of 3N NaOH and stirred for 2 hours. The organic layer was dried over MgSO4 and concentrated under reduced pressure. Drying under vacuum gave 0.60 g of the ethyl carbamate.